This data is from the Open Reaction Database (ORD), a public repository of structured organic reaction records. The task is: describe an organic reaction: reactants, conditions, products, and yield Starting materials: C(C)OC(=O)[C@@H]1C[C@H]([C@H](CC1)NC(=O)C=1NC2=CC=C(C=C2C1)F)NC(=O)C=1SC=2CN(CCC2N1)C ((1S,2R,4S)-4-Ethoxycarbonyl-N1-[(5-fluoroindol-2-yl)carbonyl]-N2-[(5-methyl-4,5,6,7-tetrahydrothiazolo[5,4-c]pyridin-2-yl)carbonyl]-1,2-cyclohexanediamine), Cl.CNC (dimethylamine hydrochloride). Yields the product Cl.FC=1C=C2C=C(NC2=CC1)C(=O)N[C@@H]1[C@@H](C[C@H](CC1)C(N(C)C)=O)NC(=O)C=1SC=2CN(CCC2N1)C ((1S,2R,4S)-N1-[(5-Fluoroindol-2-yl)carbonyl]-4-(N,N-dimethylcarbamoyl)-N2-[(5-methyl-4,5,6,7-tetrahydrothiazolo[5,4-c]pyridin-2-yl)carbonyl]-1,2-cyclohexanediamine hydrochloride). RXN SMILES: C(O[C:4]([C@H:6]1[CH2:11][CH2:10][C@H:9]([NH:12][C:13]([C:15]2[NH:16][C:17]3[C:22]([CH:23]=2)=[CH:21][C:20]([F:24])=[CH:19][CH:18]=3)=[O:14])[C@H:8]([NH:25][C:26]([C:28]2[S:29][C:30]3[CH2:31][N:32]([CH3:37])[CH2:33][CH2:34][C:35]=3[N:36]=2)=[O:27])[CH2:7]1)=[O:5])C.[ClH:38].[CH3:39][NH:40][CH3:41]>>[ClH:38].[F:24][C:20]1[CH:21]=[C:22]2[C:17](=[CH:18][CH:19]=1)[NH:16][C:15]([C:13]([NH:12][C@H:9]1[CH2:10][CH2:11][C@H:6]([C:4](=[O:5])[N:40]([CH3:41])[CH3:39])[CH2:7][C@H:8]1[NH:25][C:26]([C:28]1[S:29][C:30]3[CH2:31][N:32]([CH3:37])[CH2:33][CH2:34][C:35]=3[N:36]=1)=[O:27])=[O:14])=[CH:23]2 |f:1.2,3.4|. Procedure: (1S,2R,4S)-4-Ethoxycarbonyl-N1-[(5-fluoroindol-2-yl)carbonyl]-N2-[(5-methyl-4,5,6,7-tetrahydrothiazolo[5,4-c]pyridin-2-yl)carbonyl]-1,2-cyclohexanediamine was hydrolyzed and then subjected to a condensation reaction with dimethylamine hydrochloride in a similar manner to Example 157 to obtain the title compound. Reactants: C1CCOC1, [Li]CCCC, CCCCCC, O=Cc1ccccc1, O=C1COCCN1, O. The product is O=C1NCCOC1C(O)c1ccccc1. As a reaction SMILES: [CH2:22]1[O:23][CH2:24][CH2:25][CH2:26]1.[CH2:8]([Li:9])[CH2:10][CH2:11][CH3:12].[CH3:27][CH2:28][CH2:29][CH2:30][CH2:31][CH3:32].[CH:13](=[O:14])[c:15]1[cH:16][cH:17][cH:18][cH:19][cH:20]1.[O:1]1[CH2:2][C:3](=[O:7])[NH:4][CH2:5][CH2:6]1.[OH2:21]>>[O:1]1[CH:2]([CH:13]([OH:14])[c:15]2[cH:16][cH:17][cH:18][cH:19][cH:20]2)[C:3](=[O:7])[NH:4][CH2:5][CH2:6]1.